From a dataset of the Open Reaction Database (ORD), a public repository of structured organic reaction records. describe an organic reaction: reactants, conditions, products, and yield The reactants are CSc1nc2c(c(Nc3ccc(C(C)(C)C)cc3)n1)CCNC2, CCN(CC)C(C)=O, CCN(C(C)C)C(C)C, Clc1cccnc1Cl, C1COCCO1. Yields the product CSc1nc2c(c(Nc3ccc(C(C)(C)C)cc3)n1)CCN(c1ncccc1Cl)C2. Reaction SMILES: [C:10]([CH3:11])([CH3:12])([CH3:13])[c:14]1[cH:15][cH:16][c:17]([NH:20][c:21]2[c:22]3[c:23]([n:24][c:25]([S:27][CH3:28])[n:26]2)[CH2:29][NH:30][CH2:31][CH2:32]3)[cH:18][cH:19]1.[CH2:47]([N:48]([CH2:49][CH3:50])[C:51](=[O:52])[CH3:53])[CH3:54].[CH:1]([N:2]([CH:3]([CH3:4])[CH3:5])[CH2:6][CH3:7])([CH3:8])[CH3:9].[Cl:33][c:34]1[n:35][cH:36][cH:37][cH:38][c:39]1[Cl:40].[O:41]1[CH2:42][CH2:43][O:44][CH2:45][CH2:46]1>>[C:10]([CH3:11])([CH3:12])([CH3:13])[c:14]1[cH:15][cH:16][c:17]([NH:20][c:21]2[c:22]3[c:23]([n:24][c:25]([S:27][CH3:28])[n:26]2)[CH2:29][N:30]([c:34]2[n:35][cH:36][cH:37][cH:38][c:39]2[Cl:40])[CH2:31][CH2:32]3)[cH:18][cH:19]1. The product is CCOC(CC)(CC)C(=O)OC1CC(C(C)(C)C)C=C2C=CC(C)C(CCC3CC(C(C)(C)C)C(O[SiH](C)C)C(=O)O3)(O[SiH](C)C)C21. Reactants: CC1C=CC2=CC(C(C)(C)C)CC(O)C2C1(CCC1CC(C(C)(C)C)C(O[SiH](C)C)C(=O)O1)O[SiH](C)C, CCOC(CC)(CC)C(=O)O. Reaction SMILES: [C:12]([CH3:13])([CH3:14])([CH3:15])[CH:16]1[CH:17]=[C:18]2[CH:19]=[CH:20][CH:21]([CH3:48])[C:22]([CH2:27][CH2:28][CH:29]3[CH2:30][CH:31]([C:40]([CH3:41])([CH3:42])[CH3:43])[CH:32]([O:36][SiH:37]([CH3:38])[CH3:39])[C:33](=[O:35])[O:34]3)([O:44][SiH:45]([CH3:46])[CH3:47])[CH:23]2[CH:24]([OH:26])[CH2:25]1.[CH2:1]([CH3:2])[O:3][C:4]([C:5](=[O:6])[OH:7])([CH2:8][CH3:9])[CH2:10][CH3:11]>>[CH2:1]([CH3:2])[O:3][C:4]([C:5]([O:6][CH:24]1[CH:23]2[C:18](=[CH:17][CH:16]([C:12]([CH3:13])([CH3:14])[CH3:15])[CH2:25]1)[CH:19]=[CH:20][CH:21]([CH3:48])[C:22]2([CH2:27][CH2:28][CH:29]1[CH2:30][CH:31]([C:40]([CH3:41])([CH3:42])[CH3:43])[CH:32]([O:36][SiH:37]([CH3:38])[CH3:39])[C:33](=[O:35])[O:34]1)[O:44][SiH:45]([CH3:46])[CH3:47])=[O:7])([CH2:8][CH3:9])[CH2:10][CH3:11].